From a dataset of the Open Reaction Database (ORD), a public repository of structured organic reaction records. describe an organic reaction: reactants, conditions, products, and yield Starting materials: Cl, Cl, S=C=Nc1cc2ccccc2cn1, NCC1(O)CN2CCC1C2. Product: c1ccc2cc(NC3=NCC4(CN5CCC4C5)O3)ncc2c1. Reaction SMILES: [ClH:14].[ClH:15].[N:1](=[C:2]=[S:3])[c:4]1[n:5][cH:6][c:7]2[cH:8][cH:9][cH:10][cH:11][c:12]2[cH:13]1.[NH2:16][CH2:17][C:18]1([OH:25])[CH2:19][N:20]2[CH2:21][CH2:22][CH:23]1[CH2:24]2>>[NH:1]([C:2]1=[N:16][CH2:17][C:18]2([CH2:19][N:20]3[CH2:21][CH2:22][CH:23]2[CH2:24]3)[O:25]1)[c:4]1[n:5][cH:6][c:7]2[cH:8][cH:9][cH:10][cH:11][c:12]2[cH:13]1. Reactants: CCOC(=O)C=P(c1ccccc1)(c1ccccc1)c1ccccc1, C1CCOC1, O=CC(F)(F)c1ccccc1. Yields the product CCOC(=O)C=CC(F)(F)c1ccccc1. Reaction SMILES: [C:12](=[O:13])([O:14][CH2:15][CH3:16])[CH:17]=[P:18]([c:19]1[cH:20][cH:21][cH:22][cH:23][cH:24]1)([c:25]1[cH:26][cH:27][cH:28][cH:29][cH:30]1)[c:31]1[cH:32][cH:33][cH:34][cH:35][cH:36]1.[CH2:37]1[O:38][CH2:39][CH2:40][CH2:41]1.[F:1][C:2]([CH:3]=[O:4])([c:5]1[cH:6][cH:7][cH:8][cH:9][cH:10]1)[F:11]>>[F:1][C:2]([CH:3]=[CH:17][C:12](=[O:13])[O:14][CH2:15][CH3:16])([c:5]1[cH:6][cH:7][cH:8][cH:9][cH:10]1)[F:11]. Starting materials: [OH-].[Na+] (NaOH), FC1=C(NC=2C(=CN(C(C2)=O)CCC)C(=O)OCC)C=CC(=C1)I (Ethyl 4-(2-fluoro-4-iodoanilino)-6-oxo-1-propyl-1,6-dihydro-3-pyridinecarboxylate), ester. Solvent: CCO (EtOH). Yields the product FC1=C(NC=2C(=CN(C(C2)=O)CCC)C(=O)O)C=CC(=C1)I (4-(2-fluoro-4-iodoanilino)-6-oxo-1-propyl-1,6-dihydro-3-pyridinecarboxylic acid). Isolated yield 100.0%. Reaction SMILES: [F:1][C:2]1[CH:23]=[C:22]([I:24])[CH:21]=[CH:20][C:3]=1[NH:4][C:5]1[C:6]([C:15]([O:17]CC)=[O:16])=[CH:7][N:8]([CH2:12][CH2:13][CH3:14])[C:9](=[O:11])[CH:10]=1.[OH-].[Na+]>CCO>[F:1][C:2]1[CH:23]=[C:22]([I:24])[CH:21]=[CH:20][C:3]=1[NH:4][C:5]1[C:6]([C:15]([OH:17])=[O:16])=[CH:7][N:8]([CH2:12][CH2:13][CH3:14])[C:9](=[O:11])[CH:10]=1 |f:1.2|. Procedure details: Ethyl 4-(2-fluoro-4-iodoanilino)-6-oxo-1-propyl-1,6-dihydro-3-pyridinecarboxylate was dissolved in EtOH and treated with 1 M NaOH, as for example 1, step C, to hydrolyse the ester to give 4-(2-fluoro-4-iodoanilino)-6-oxo-1-propyl-1,6-dihydro-3-pyridinecarboxylic acid as a white solid (100%), used directly in the next step. 1H NMR [(CD3)2SO, 400 MHz] δ 13.13 (v br s, 1H), 9.70 (br s, 1H), 8.46 (s, 1H), 7.75 (dd, J=10.1, 1.9 Hz, 1H), 7.59 (ddd, J=8.4, 2.0, 0.8 Hz, 1H), 7.33 (t, J=8.5 Hz, 1H), 5.49... Reactants: diamine, C(=O)OC1=CC=CC=C1 (phenyl formate), CC1=C(C=C(C=C1)N=C=O)N=C=O (2,4-TDI), material, diamine, C(=O)O (formic acid), di-formamide, C(OC1=CC=CC=C1)(OC1=CC=CC=C1)=O (diphenyl carbonate). The reagents and catalysts are CC1=C(C=C(C=C1)N=C=O)N=C=O (2,4-TDI). Solvent: C1(=CC=CC=C1)O (phenol), C1(=CC=CC=C1)C (toluene), O (water), C1(=CC=CC=C1)O (phenol). Conditions: temperature 232 celsius. Yields the product di-formamide, C=1(C(=CC(=CC1)N)N)C (2,4-toluene diamine), C(N)(=O)OC1=CC=CC=C1 (phenol carbamate). The yield is 79.9%. As a reaction SMILES: C(O)=O.[CH:4]([O:6][C:7]1[CH:12]=[CH:11][CH:10]=[CH:9][CH:8]=1)=[O:5].C(=O)(OC1C=CC=CC=1)OC1C=CC=CC=1.[CH3:29][C:30]1[CH:35]=[CH:34][C:33]([N:36]=C=O)=[CH:32][C:31]=1[N:39]=C=O>C1(O)C=CC=CC=1.CC1C=CC(N=C=O)=CC=1N=C=O.C1(C)C=CC=CC=1.O>[C:30]1([CH3:29])[C:31]([NH2:39])=[CH:32][C:33]([NH2:36])=[CH:34][CH:35]=1.[C:4]([O:6][C:7]1[CH:12]=[CH:11][CH:10]=[CH:9][CH:8]=1)(=[O:5])[NH2:36]. Reported procedure: The di-formamide of 2,4-toluene diamine is prepared by either reaction of the diamine with formic acid, with azeotropic removal of water with refluxing toluene, or by reaction of the diamine with phenyl formate in phenol. As in Example 1 above, the di-formamide (5.46 grams, 0.0307 mole) in phenol (17.50 grams, 0.186 mole) is added dropwise to diphenyl carbonate (26.40 grams, 0.123 mole) and heated to 232° C. at 110 mmHg. IS/GC analysis of the overhead (30.55 grams) and pot material (17.42 grams)... The reactants are C(C1=CC=CC=C1)N1CC(OCC1)C(=CC1=CC=CC=C1)C1=CC=CC=C1 (4-Benzyl-2-(1,2-diphenyl-vinyl)-morpholine), C(=O)[O-].[NH4+] (ammonium formate). The reagents and catalysts are [Pd] (Pd—C). Yields the product C1(=CC=CC=C1)C(CC1=CC=CC=C1)C1CNCCO1 (2-(1,2-Diphenyl-ethyl)-morpholine). Reaction SMILES: C([N:8]1[CH2:13][CH2:12][O:11][CH:10]([C:14]([C:22]2[CH:27]=[CH:26][CH:25]=[CH:24][CH:23]=2)=[CH:15][C:16]2[CH:21]=[CH:20][CH:19]=[CH:18][CH:17]=2)[CH2:9]1)C1C=CC=CC=1.C([O-])=O.[NH4+]>[Pd]>[C:22]1([CH:14]([CH:10]2[O:11][CH2:12][CH2:13][NH:8][CH2:9]2)[CH2:15][C:16]2[CH:21]=[CH:20][CH:19]=[CH:18][CH:17]=2)[CH:27]=[CH:26][CH:25]=[CH:24][CH:23]=1 |f:1.2|. Procedure: To a methanolic solution of 4-Benzyl-2-(1,2-diphenyl-vinyl)-morpholine (4.9 g, 13.9 mmol) is added ammonium formate (14 g, 222.2 mmol) and 10% Pd—C (5 g). The reaction is stirred under nitrogen and heated at reflux for 30 min then cooled to room temperature and filtered through Celite®. The filtrate is concentrated under reduced pressure and the residue is taken up in methanol and purified by cationic ion exchange resin SCX-2® chromatography. The purified residue (2.9 g, 80%) comprises a 3:1 rat...